From a dataset of the Open Reaction Database (ORD), a public repository of structured organic reaction records. describe an organic reaction: reactants, conditions, products, and yield Reactants: [N+](=O)([O-])C1=CC=C(C=C1)C1(CCN(CC1)C(C(F)(F)F)=O)C#N (4-(4-Nitro-phenyl)-1-(2,2,2-trifluoro-acetyl)-piperidine-4-carbonitrile), O (Water), C([O-])([O-])=O.[Na+].[Na+] (Sodium carbonate), O (Water). The solvent is CO (Methanol). Yields the product [N+](=O)([O-])C1=CC=C(C=C1)C1(CCNCC1)C#N (4-(4-Nitro-phenyl)-piperidine-4-carbonitrile). Yield: 88.5%. As a reaction SMILES: [N+:1]([C:4]1[CH:9]=[CH:8][C:7]([C:10]2([C:22]#[N:23])[CH2:15][CH2:14][N:13](C(=O)C(F)(F)F)[CH2:12][CH2:11]2)=[CH:6][CH:5]=1)([O-:3])=[O:2].C(=O)([O-])[O-].[Na+].[Na+].O>CO>[N+:1]([C:4]1[CH:9]=[CH:8][C:7]([C:10]2([C:22]#[N:23])[CH2:15][CH2:14][NH:13][CH2:12][CH2:11]2)=[CH:6][CH:5]=1)([O-:3])=[O:2] |f:1.2.3|. Procedure details: 4-(4-Nitro-phenyl)-1-(2,2,2-trifluoro-acetyl)-piperidine-4-carbonitrile (1.28 g, 3.91 mmol) was suspended in Methanol (50.0 mL) and treated with 2.00 M of Sodium carbonate in Water (20.0 mL, 40.0 mmol) at rt overnight. Water was added to the heterogenous mixture to achieve a solution, then the mixture was partitioned between DCM and brine (50 mL each). Ext. of the aq. with DCM (3×50 mL), followed by washing the org. with brine (50 mL), drying and conc. in vacuo afforded 4-(4-Nitro-phenyl)-piperi... The reactants are C(C1=CC=CC=C1)OC1=CC=C(C=C1)[C@H]1CC[C@H](CC1)NCCCC1=CC=CC=C1 (cis-[4-(4-benzyloxy-phenyl)-cyclohexyl]-(3-phenyl-propyl)-amine), C(C1=CC=CC=C1)OC1=CC=C(C=C1)C1CCC(CC1)=O (4-(4-benzyloxy-phenyl)-cyclohexanone), C1(=CC=CC=C1)CCCN (3-phenyl-propylamine). Yields the product C(C1=CC=CC=C1)OC1=CC=C(C=C1)[C@@H]1CC[C@H](CC1)NCCCC1=CC=CC=C1 (trans-[4-(4-benzyloxy-phenyl)-cyclohexyl]-(3-phenyl-propyl)-amine). Isolated yield 30.0%. As a reaction SMILES: [CH2:1]([O:8][C:9]1[CH:14]=[CH:13][C:12]([C@@H:15]2[CH2:20][CH2:19][C@H:18]([NH:21][CH2:22][CH2:23][CH2:24][C:25]3[CH:30]=[CH:29][CH:28]=[CH:27][CH:26]=3)[CH2:17][CH2:16]2)=[CH:11][CH:10]=1)[C:2]1[CH:7]=[CH:6][CH:5]=[CH:4][CH:3]=1.C(OC1C=CC(C2CCC(=O)CC2)=CC=1)C1C=CC=CC=1.C1(CCCN)C=CC=CC=1>>[CH2:1]([O:8][C:9]1[CH:14]=[CH:13][C:12]([C@H:15]2[CH2:16][CH2:17][C@H:18]([NH:21][CH2:22][CH2:23][CH2:24][C:25]3[CH:30]=[CH:29][CH:28]=[CH:27][CH:26]=3)[CH2:19][CH2:20]2)=[CH:11][CH:10]=1)[C:2]1[CH:3]=[CH:4][CH:5]=[CH:6][CH:7]=1. Procedure: Following the general method of example 3, cis-[4-(4-benzyloxy-phenyl)-cyclohexyl]-(3-phenyl-propyl)-amine, (710 mg; 17% light yellow oil, MS: m/e=400.4 (M+H+)) trans-[4-(4-benzyloxy-phenyl)-cyclohexyl]-(3-phenyl-propyl)-amine (1.26 g; 30% white crystals, MS: m/e=400.4 (M+H+)) were prepared from 4-(4-benzyloxy-phenyl)-cyclohexanone (3.0 g; 10.7 mmol) and 3-phenyl-propylamine(1.45 g; 10.7 mmol). The reactants are CN1CCOCC1 (N-methylmorpholine), C1(CCC(N1)=O)=O (succinimide), O.Cl.N1CCC(CC1)=O (4-piperidone hydrochloride hydrate), O1CCCC1 (tetrahydrofuran). Solvent: C(C)(C)(C)OC (methyl tert-butyl ether), O (water), O (water), O (water). Run at temperature 15 celsius. The product is C1(=CC=CC=C1)COC(=O)N1CCC(CC1)=O (1-phenylmethoxycarbonyl-4-piperidone). The yield is 88.6%. RXN SMILES: [C:1]1(=[O:7])N[C:4](=O)[CH2:3][CH2:2]1.O.Cl.[NH:10]1[CH2:15][CH2:14][C:13](=[O:16])[CH2:12][CH2:11]1.O1[CH2:21][CH2:20][CH2:19]C1.CN1CC[O:26][CH2:25]C1>O.C(OC)(C)(C)C>[C:2]1([CH2:1][O:7][C:25]([N:10]2[CH2:15][CH2:14][C:13](=[O:16])[CH2:12][CH2:11]2)=[O:26])[CH:21]=[CH:20][CH:19]=[CH:4][CH:3]=1 |f:1.2.3|. Procedure details: A mixture of 40 kg of N-benzyloxycarbonyl) succinimide and 26 kg (175 mol) of 4-piperidone hydrochloride hydrate in 38.8 kg of water and 88 kg of tetrahydrofuran is stirred at about 15° C. until dissolution is complete (˜15 minutes). N-methylmorpholine (22.8 kg) is added to the agitated mixture (exothermic) while maintaining the temperature at or below 20° C. The reaction mixture is agitated at about 20° C. for 2.5 hours, at which point HPLC indicates complete reaction. The mixture is diluted wi... The product is OC=1C(=C2CCC(OC2=C(C1C)C)(CC(=O)O)C)C ((±)-6-hydroxy-2,5,7,8-tetramethylchroman-2-acetic acid). As a reaction SMILES: C(O[C:5]1[C:10]([CH3:11])=[C:9]([CH3:12])[C:8]([O:13]C(=O)C)=[C:7]([CH3:17])[C:6]=1[CH2:18][CH2:19][C:20](=[O:22])[CH3:21])(=O)C.C[C:24](P(OC)(O)=O)([C:26]([O-:28])=[O:27])C>>[OH:13][C:8]1[C:7]([CH3:17])=[C:6]2[C:5](=[C:10]([CH3:11])[C:9]=1[CH3:12])[O:22][C:20]([CH3:21])([CH2:24][C:26]([OH:28])=[O:27])[CH2:19][CH2:18]2. Starting materials: C(C)(=O)OC1=C(C(=C(C(=C1C)C)OC(C)=O)C)CCC(C)=O ((±)-4-(2,5-diacetoxy-3,4,6-trimethylphenyl)butan-2-one), CC(C)(C(=O)[O-])P(=O)(O)OC (trimethylphosphonoacetate). Procedure: By the procedure described in Example 6, (±)-4-(2,5-diacetoxy-3,4,6-trimethylphenyl)butan-2-one was treated with the anion from trimethylphosphonoacetate. The crude (±)-methyl 5-(2,5-diacetoxy-3,4,6-trimethylphenyl)-3-methyl-2-pentenoate thus obtained, upon saponification with base as in Example 6, yielded (±)-6-hydroxy-2,5,7,8-tetramethylchroman-2-acetic acid as a light tan powder, m.p. 169°-171.5°. Starting materials: C(C1=CC=CC=C1)N1CCC(CC1)=O (1-benzyl-4-piperidone), BrC=1C=C(C=CC1)OC (3-bromoanisole), [Mg] (magnesium). The solvent is C1CCOC1 (THF), C1CCOC1 (THF), C1CCOC1 (THF). Product: C(C1=CC=CC=C1)N1CCC(CC1)(O)C1=CC(=CC=C1)OC (1-Benzyl-4-(3-methoxyphenyl)-4-piperidinol). As a reaction SMILES: [Mg].Br[C:3]1[CH:4]=[C:5]([O:9][CH3:10])[CH:6]=[CH:7][CH:8]=1.[CH2:11]([N:18]1[CH2:23][CH2:22][C:21](=[O:24])[CH2:20][CH2:19]1)[C:12]1[CH:17]=[CH:16][CH:15]=[CH:14][CH:13]=1>C1COCC1>[CH2:11]([N:18]1[CH2:23][CH2:22][C:21]([C:3]2[CH:8]=[CH:7][CH:6]=[C:5]([O:9][CH3:10])[CH:4]=2)([OH:24])[CH2:20][CH2:19]1)[C:12]1[CH:13]=[CH:14][CH:15]=[CH:16][CH:17]=1. Procedure: This compound is prepared by the procedure described in step A of preparation 1.7, from 1.55 g of magnesium in 25 ml of THF, a solution of 12 g of 3-bromoanisole and 15 ml of THF and a solution of 10 g of 1-benzyl-4-piperidone in 30 ml of THF. The product obtained is chromatographed on silica gel, eluting with a DCM/MeOH (97/3 to 95/5; v/v) mixture. This gives 13.7 g of the expected product. The reactants are NC[C@H]([C@H](CC1=CC=CC=C1)NC(OC(C)(C)C)=O)O (tert-butyl (2S,3R)-4-amino-3-hydroxy-1-phenylbutan-2-ylcarbamate), OC(C)(C)C=1C=C(C=O)C=CC1 (3-(2-hydroxypropan-2-yl)benzaldehyde), [BH-](OC(=O)C)(OC(=O)C)OC(=O)C.[Na+] (NaB(OAc)3H). The solvent is CCOC(=O)C (EtOAc), C1CCOC1 (THF). Run at time 30 minute. Yields the product O[C@@H]([C@H](CC1=CC=CC=C1)NC(OC(C)(C)C)=O)CNCC1=CC(=CC=C1)C(C)(C)O (tert-butyl (2S,3R)-3-hydroxy-4-(3-(2-hydroxypropan-2-yl)benzylamino)-1-phenylbutan-2-ylcarbamate). Isolated yield 65.4%. As a reaction SMILES: [NH2:1][CH2:2][C@@H:3]([OH:20])[C@@H:4]([NH:12][C:13](=[O:19])[O:14][C:15]([CH3:18])([CH3:17])[CH3:16])[CH2:5][C:6]1[CH:11]=[CH:10][CH:9]=[CH:8][CH:7]=1.[OH:21][C:22]([C:25]1[CH:26]=[C:27]([CH:30]=[CH:31][CH:32]=1)[CH:28]=O)([CH3:24])[CH3:23].[BH-](OC(C)=O)(OC(C)=O)OC(C)=O.[Na+]>C1COCC1.CCOC(C)=O>[OH:20][C@H:3]([CH2:2][NH:1][CH2:28][C:27]1[CH:30]=[CH:31][CH:32]=[C:25]([C:22]([OH:21])([CH3:23])[CH3:24])[CH:26]=1)[C@@H:4]([NH:12][C:13](=[O:19])[O:14][C:15]([CH3:17])([CH3:16])[CH3:18])[CH2:5][C:6]1[CH:11]=[CH:10][CH:9]=[CH:8][CH:7]=1 |f:2.3|. Procedure: A solution of tert-butyl (2S,3R)-4-amino-3-hydroxy-1-phenylbutan-2-ylcarbamate (230 mg, 0.82 mmol) in THF was added 3-(2-hydroxypropan-2-yl)benzaldehyde (180 mg, 01.06 mmol) and stirred for 30 min at room temperature, NaB(OAc)3H (302.5 mg, 1.43 mmol) was then added portionwise in 30 min, and the resulting mixture was stirred at the same temperature overnight. The reaction mixture was diluted with EtOAc, and washed with saturated aqueous NaHCO3. The organic layer was separated and dried (Na2SO4).... Starting materials: CSC, O=C1CCC(=O)N1Cl, ClCCl, CC(=CCO)c1cccc([N+](=O)[O-])c1. Product: CC(=CCCl)c1cccc([N+](=O)[O-])c1. Reaction SMILES: [CH3:9][S:10][CH3:11].[Cl:1][N:2]1[C:3](=[O:4])[CH2:5][CH2:6][C:7]1=[O:8].[Cl:26][CH2:27][Cl:28].[N+:12](=[O:13])([O-:14])[c:15]1[cH:16][c:17]([C:21](=[CH:22][CH2:23][OH:24])[CH3:25])[cH:18][cH:19][cH:20]1>>[Cl:1][CH2:23][CH:22]=[C:21]([c:17]1[cH:16][c:15]([N+:12](=[O:13])[O-:14])[cH:20][cH:19][cH:18]1)[CH3:25].